This data is from the Open Reaction Database (ORD), a public repository of structured organic reaction records. The task is: describe an organic reaction: reactants, conditions, products, and yield The reactants are COC(=O)C1=NC=C(N=C1)C(=O)OC (2,5-dimethoxycarbonylpyrazine), N(CCO)CCO (diethanolamine). The solvent is C(C)O (ethanol). Run at temperature 20 celsius. Yields the product OCCN(C(=O)C1=NC=C(N=C1)C(=O)N(CCO)CCO)CCO (N,N,N′,N′-tetrakis(2-hydroxyethyl)pyrazine-2,5-dicarboxamide). As a reaction SMILES: CO[C:3]([C:5]1[CH:10]=[N:9][C:8]([C:11]([O:13]C)=O)=[CH:7][N:6]=1)=[O:4].[NH:15]([CH2:19][CH2:20][OH:21])[CH2:16][CH2:17][OH:18]>C(O)C>[OH:18][CH2:17][CH2:16][N:15]([CH2:19][CH2:20][OH:21])[C:11]([C:8]1[CH:7]=[N:6][C:5]([C:3]([N:15]([CH2:19][CH2:20][OH:21])[CH2:16][CH2:17][OH:18])=[O:4])=[CH:10][N:9]=1)=[O:13]. Reported procedure: A solution of 500 mg of 2,5-dimethoxycarbonylpyrazine and 0.48 cm3 of diethanolamine in 3 cm3 of ethanol is heated to a temperature in the region of the reflux temperature for 3 hours. The reaction mixture is cooled to 20° C. and the white solid formed is then filtered off and washed with 2 cm3 of ethanol. 600 mg of N,N,N′,N′-tetrakis(2-hydroxyethyl)pyrazine-2,5-dicarboxamide are thus obtained in the form of a white solid melting at 143° C. [1H NMR spectrum (250 MHz, (CD3)2SO-d6, at a temperatur... Reactants: CS(C)=O, FC(F)(F)I, [Fe+2], OO, O=S(=O)([O-])[O-], O=c1cc[nH]c(=O)[nH]1. Yields the product O=c1[nH]cc(C(F)(F)F)c(=O)[nH]1. RXN SMILES: [CH3:22][S:23](=[O:24])[CH3:25].[F:9][C:10]([F:11])([F:12])[I:13].[Fe+2:21].[OH:14][OH:15].[S:16]([O-:17])([O-:18])(=[O:19])=[O:20].[nH:1]1[c:2](=[O:3])[nH:4][c:5](=[O:6])[cH:7][cH:8]1>>[nH:1]1[c:2](=[O:3])[nH:4][c:5](=[O:6])[c:7]([C:10]([F:9])([F:11])[F:12])[cH:8]1.